Dataset: the Open Reaction Database (ORD), a public repository of structured organic reaction records. Task: describe an organic reaction: reactants, conditions, products, and yield The product is CSc1nn2c(O)cc(CN3CCOCC3)nc2c1S(=O)(=O)c1ccccc1. As a reaction SMILES: [CH2:1]1[CH2:2][O:3][CH2:4][CH2:5][NH:6]1.[O:30]=[CH:31][N:32]([CH3:33])[CH3:34].[c:7]1([S:13](=[O:14])(=[O:15])[c:16]2[c:17]([S:28][CH3:29])[n:18][n:19]3[c:20]2[n:21][c:22]([CH2:26][Cl:27])[cH:23][c:24]3[OH:25])[cH:8][cH:9][cH:10][cH:11][cH:12]1>>[CH2:1]1[CH2:2][O:3][CH2:4][CH2:5][N:6]1[CH2:26][c:22]1[n:21][c:20]2[c:16]([S:13]([c:7]3[cH:8][cH:9][cH:10][cH:11][cH:12]3)(=[O:14])=[O:15])[c:17]([S:28][CH3:29])[n:18][n:19]2[c:24]([OH:25])[cH:23]1. The reactants are C1COCCN1, CN(C)C=O, CSc1nn2c(O)cc(CCl)nc2c1S(=O)(=O)c1ccccc1. Starting materials: BrC=1C=C(C=C(C1)C(C)(C)C)C=1C(=NC=CC1)OC (3-(3-bromo-5-tert-butyl-phenyl)-2-methoxy-pyridine), [Br-].C(C1=CC=CC=C1)[Zn+] (benzylzinc bromide). The reagents and catalysts are C1=CC=C(C=C1)P([C-]2C=CC=C2)C3=CC=CC=C3.C1=CC=C(C=C1)P([C-]2C=CC=C2)C3=CC=CC=C3.Cl[Pd]Cl.[Fe+2] (PdCl2(dppf)2). Run at temperature 70 celsius. The product is C(C1=CC=CC=C1)C=1C=C(C=C(C1)C(C)(C)C)C=1C(=NC=CC1)OC (3-(3-benzyl-5-tert-butyl-phenyl)-2-methoxy-pyridine). The yield is 81.9%. As a reaction SMILES: Br[C:2]1[CH:3]=[C:4]([C:12]2[C:13]([O:18][CH3:19])=[N:14][CH:15]=[CH:16][CH:17]=2)[CH:5]=[C:6]([C:8]([CH3:11])([CH3:10])[CH3:9])[CH:7]=1.[Br-].[CH2:21]([Zn+])[C:22]1[CH:27]=[CH:26][CH:25]=[CH:24][CH:23]=1>C1C=CC(P(C2C=CC=CC=2)[C-]2C=CC=C2)=CC=1.C1C=CC(P(C2C=CC=CC=2)[C-]2C=CC=C2)=CC=1.Cl[Pd]Cl.[Fe+2]>[CH2:21]([C:2]1[CH:3]=[C:4]([C:12]2[C:13]([O:18][CH3:19])=[N:14][CH:15]=[CH:16][CH:17]=2)[CH:5]=[C:6]([C:8]([CH3:11])([CH3:10])[CH3:9])[CH:7]=1)[C:22]1[CH:27]=[CH:26][CH:25]=[CH:24][CH:23]=1 |f:1.2,3.4.5.6|. Reported procedure: step 1—A mixture of 3-(3-bromo-5-tert-butyl-phenyl)-2-methoxy-pyridine (184 mg, 0.575 mmol) and PdCl2(dppf)2 (40 mg, 0.049 mmol) in a Schlenk flask was purged with argon 3 times before THF (5 mL) was added followed by benzylzinc bromide (0.5M in THF, 2.3 mL, 1.150 mmol). The reaction was then heated at 70° C. overnight then cooled to RT, filtered through a pad of CELITE and the filtrate was concentrated. The crude residue was purified by SiO2 chromatography eluting with an EtOAc/hexane gradient ... Starting materials: CCOC(=O)C(F)(F)Br, CC(C)(C)OC(=O)NC(C=O)Cc1ccccc1, C1CCOC1, ClCCl, [K+], O=S(=O)([O-])O, [Zn]. The product is CCOC(=O)C(F)(F)C(O)C(Cc1ccccc1)NC(=O)OC(C)(C)C. As a reaction SMILES: [Br:19][C:20]([C:21](=[O:22])[O:23][CH2:24][CH3:25])([F:26])[F:27].[C:1]([CH3:2])([CH3:3])([CH3:4])[O:5][C:6](=[O:7])[NH:8][CH:9]([CH2:10][c:11]1[cH:12][cH:13][cH:14][cH:15][cH:16]1)[CH:17]=[O:18].[CH2:37]1[O:38][CH2:39][CH2:40][CH2:41]1.[Cl:28][CH2:29][Cl:30].[K+:36].[S:31]([O-:32])([OH:33])(=[O:34])=[O:35].[Zn:42]>>[C:1]([CH3:2])([CH3:3])([CH3:4])[O:5][C:6](=[O:7])[NH:8][CH:9]([CH2:10][c:11]1[cH:12][cH:13][cH:14][cH:15][cH:16]1)[CH:17]([OH:18])[C:20]([C:21](=[O:22])[O:23][CH2:24][CH3:25])([F:26])[F:27].